Dataset: the Open Reaction Database (ORD), a public repository of structured organic reaction records. Task: describe an organic reaction: reactants, conditions, products, and yield Reactants: BrC=1SC=C(N1)C(=O)NC=1C=NN(C1[C@@H]1CC[C@H]([C@@H](CO1)F)NC(OC(C)(C)C)=O)C (tert-butyl ((3S,4R,7S)-7-(4-(2-bromothiazole-4-carboxamido)-1-methyl-1H-pyrazol-5-yl)-3-fluorooxepan-4-yl)carbamate), BrC=1SC=C(N1)C(=O)NC=1C=NN(C1[C@@H]1CC[C@H]([C@@H](CO1)F)NC(OC(C)(C)C)=O)C (tert-butyl ((3S,4R,7S)-7-(4-(2-bromothiazole-4-carboxamido)-1-methyl-1H-pyrazol-5-yl)-3-fluorooxepan-4-yl)carbamate), FC1=C(C(=CC=C1OC)F)B(O)O ((2,6-difluoro-3-methoxyphenyl)boronic acid). As a reaction SMILES: Br[C:2]1[S:3][CH:4]=[C:5]([C:7]([NH:9][C:10]2[CH:11]=[N:12][N:13]([CH3:31])[C:14]=2[C@H:15]2[O:21][CH2:20][C@@H:19]([F:22])[C@H:18]([NH:23]C(=O)OC(C)(C)C)[CH2:17][CH2:16]2)=[O:8])[N:6]=1.[F:32][C:33]1[C:38]([O:39][CH3:40])=[CH:37][CH:36]=[C:35]([F:41])[C:34]=1B(O)O>>[NH2:23][C@H:18]1[C@H:19]([F:22])[CH2:20][O:21][C@H:15]([C:14]2[N:13]([CH3:31])[N:12]=[CH:11][C:10]=2[NH:9][C:7]([C:5]2[N:6]=[C:2]([C:34]3[C:35]([F:41])=[CH:36][CH:37]=[C:38]([O:39][CH3:40])[C:33]=3[F:32])[S:3][CH:4]=2)=[O:8])[CH2:16][CH2:17]1. Reported procedure: Following the procedure for Example 101 starting from tert-butyl ((3S,4R,7S)-7-(4-(2-bromothiazole-4-carboxamido)-1-methyl-1H-pyrazol-5-yl)-3-fluorooxepan-4-yl)carbamate (Intermediate 99), and replacing 3,6-dihydro-2H-pyran-4-boronic acid pinacol ester with (2,6-difluoro-3-methoxyphenyl)boronic acid gave 229. 1H NMR (400 MHz, DMSO-d6) δ 9.88 (s, 1H), 8.63 (s, 1H), 7.78 (s, 1H), 7.40 (td, J=9.3, 5.1 Hz, 1H), 7.27 (td, J=9.5, 1.9 Hz, 1H), 4.81 (dd, J=10.9, 3.6 Hz, 1H), 4.37 (d, J=47.9 Hz, 1H), 4.2... Product: N[C@@H]1CC[C@H](OC[C@H]1F)C1=C(C=NN1C)NC(=O)C=1N=C(SC1)C1=C(C(=CC=C1F)OC)F (N-(5-((2S,5R,6S)-5-amino-6-fluorooxepan-2-yl)-1-methyl-1H-pyrazol-4-yl)-2-(2,6-difluoro-3-methoxyphenyl)thiazole-4-carboxamide). Reactants: N#CC1(NC(=O)C2CC(S(=O)(=O)c3ccccc3Cl)CN2)CC1, CC#N, CCN(C(C)C)C(C)C, O=COc1ccc([N+](=O)[O-])cc1, Cl. Product: N#CC1(NC(=O)C2CC(S(=O)(=O)c3ccccc3Cl)CN2C=O)CC1. Reaction SMILES: [C:2](#[N:3])[C:4]1([NH:7][C:8](=[O:9])[CH:10]2[NH:11][CH2:12][CH:13]([S:15](=[O:16])(=[O:17])[c:18]3[c:19]([Cl:24])[cH:20][cH:21][cH:22][cH:23]3)[CH2:14]2)[CH2:5][CH2:6]1.[CH3:46][C:47]#[N:48].[CH:25]([N:26]([CH2:27][CH3:28])[CH:29]([CH3:30])[CH3:31])([CH3:32])[CH3:33].[CH:34](=[O:35])[O:36][c:37]1[cH:38][cH:39][c:40]([N+:41]([O-:42])=[O:43])[cH:44][cH:45]1.[ClH:1]>>[C:2](#[N:3])[C:4]1([NH:7][C:8](=[O:9])[CH:10]2[N:11]([CH:34]=[O:35])[CH2:12][CH:13]([S:15](=[O:16])(=[O:17])[c:18]3[c:19]([Cl:24])[cH:20][cH:21][cH:22][cH:23]3)[CH2:14]2)[CH2:5][CH2:6]1. Reactants: O=C(NC1CCCC1OCc1ccccc1)c1cn(-c2ccc(Cl)cc2)c(-c2ccc(Cl)cc2Cl)n1, ClCCl, C[Si](C)(C)I, O. As a reaction SMILES: [CH2:1]([c:2]1[cH:3][cH:4][cH:5][cH:6][cH:7]1)[O:8][CH:9]1[CH:10]([NH:14][C:15](=[O:16])[c:17]2[n:18][c:19](-[c:29]3[c:30]([Cl:36])[cH:31][c:32]([Cl:35])[cH:33][cH:34]3)[n:20](-[c:22]3[cH:23][cH:24][c:25]([Cl:28])[cH:26][cH:27]3)[cH:21]2)[CH2:11][CH2:12][CH2:13]1.[Cl:43][CH2:44][Cl:45].[I:37][Si:38]([CH3:39])([CH3:40])[CH3:41].[OH2:42]>>[OH:8][CH:9]1[CH:10]([NH:14][C:15](=[O:16])[c:17]2[n:18][c:19](-[c:29]3[c:30]([Cl:36])[cH:31][c:32]([Cl:35])[cH:33][cH:34]3)[n:20](-[c:22]3[cH:23][cH:24][c:25]([Cl:28])[cH:26][cH:27]3)[cH:21]2)[CH2:11][CH2:12][CH2:13]1. The product is O=C(NC1CCCC1O)c1cn(-c2ccc(Cl)cc2)c(-c2ccc(Cl)cc2Cl)n1. Reactants: CC(C)(C)[O-], CS(C)=O, CCCCI, [K+], COC(=O)c1ccc2cc[nH]c2c1. Yields the product CCCCn1ccc2ccc(C(=O)OC)cc21. As a reaction SMILES: [CH3:14][C:15]([CH3:16])([O-:17])[CH3:18].[CH3:25][S:26]([CH3:27])=[O:28].[I:20][CH2:21][CH2:22][CH2:23][CH3:24].[K+:19].[nH:1]1[cH:2][cH:3][c:4]2[cH:5][cH:6][c:7]([C:10](=[O:11])[O:12][CH3:13])[cH:8][c:9]12>>[n:1]1([CH2:21][CH2:22][CH2:23][CH3:24])[cH:2][cH:3][c:4]2[cH:5][cH:6][c:7]([C:10](=[O:11])[O:12][CH3:13])[cH:8][c:9]12. The reactants are C(C)C1=CC(=C(NC1=O)C)C1=CC=C(S1)S(=O)(=O)Cl (5-(5-Ethyl-2-methyl-6-oxo-1,6-dihydropyridin-3-yl)thiophene-2-sulfonyl chloride), O1C(OCC1)CCN (2-(1,3-dioxolan-2-yl)ethylamine). Yields the product O1C(OCC1)CCNS(=O)(=O)C=1SC(=CC1)C1=C(NC(C(=C1)CC)=O)C (5-(5-Ethyl-2-methyl-6-oxo-1,6-dihydropyridin-3-yl)thiophene-2-sulfonic acid [2-(1,3-dioxolan-2-yl)ethyl]amide). Yield: 50.5%. Reaction SMILES: [CH2:1]([C:3]1[C:8](=[O:9])[NH:7][C:6]([CH3:10])=[C:5]([C:11]2[S:15][C:14]([S:16](Cl)(=[O:18])=[O:17])=[CH:13][CH:12]=2)[CH:4]=1)[CH3:2].[O:20]1[CH2:24][CH2:23][O:22][CH:21]1[CH2:25][CH2:26][NH2:27]>>[O:20]1[CH2:24][CH2:23][O:22][CH:21]1[CH2:25][CH2:26][NH:27][S:16]([C:14]1[S:15][C:11]([C:5]2[CH:4]=[C:3]([CH2:1][CH3:2])[C:8](=[O:9])[NH:7][C:6]=2[CH3:10])=[CH:12][CH:13]=1)(=[O:18])=[O:17]. Reported procedure: 5-(5-Ethyl-2-methyl-6-oxo-1,6-dihydropyridin-3-yl)thiophene-2-sulfonyl chloride is reacted with 2-(1,3-dioxolan-2-yl)ethylamine as described in Step 5, Example 24 to give the title compound as a solid (50.5% yield). LC/MS: RT 2.58 min; m/e 399 (M+H); 1H NMR (δ, ppm): 11.8 (1H, s), 7.8 (1H, br s); 7.56 (1H, d); 7.35 (1H, s), 7.18 (1H, d), 4.8 (1H, t), 3.8 (2H, m), 3.75 (2H, m), 2.95 (2H, m), 2.4 (2H, q), 2.36 (3H, s), 1.75 (2H, m), 1.08 (3H, t). Reactants: CC(=O)O, CC(=O)NCCc1c[nH]c2ccc(N)cc12, N#CO[Na], O. Product: CC(=O)NCCc1c[nH]c2ccc(NC(N)=O)cc12. As a reaction SMILES: [C:22]([OH:23])(=[O:24])[CH3:25].[NH2:1][c:2]1[cH:3][c:4]2[c:5]([CH2:11][CH2:12][NH:13][C:14]([CH3:15])=[O:16])[cH:6][nH:7][c:8]2[cH:9][cH:10]1.[Na:17][O:18][C:19]#[N:20].[OH2:21]>>[NH:1]([c:2]1[cH:3][c:4]2[c:5]([CH2:11][CH2:12][NH:13][C:14]([CH3:15])=[O:16])[cH:6][nH:7][c:8]2[cH:9][cH:10]1)[C:19](=[O:18])[NH2:20].